describe an organic reaction: reactants, conditions, products, and yield From a dataset of the Open Reaction Database (ORD), a public repository of structured organic reaction records. Reactants: [BH4-], CCO, CC(C)[O-], CC(C)[O-], CC(C)[O-], CC(C)[O-], CC(=O)c1cc(Cl)cc2c1OCCO2, N, [Na+], [Ti+4]. Product: CC(N)c1cc(Cl)cc2c1OCCO2. Reaction SMILES: [BH4-:19].[CH3:16][CH2:17][OH:18].[CH3:21][CH:22]([CH3:23])[O-:24].[CH3:26][CH:27]([CH3:28])[O-:29].[CH3:30][CH:31]([CH3:32])[O-:33].[CH3:34][CH:35]([CH3:36])[O-:37].[Cl:1][c:2]1[cH:3][c:4]2[c:5]([c:10]([C:12]([CH3:13])=[O:14])[cH:11]1)[O:6][CH2:7][CH2:8][O:9]2.[NH3:15].[Na+:20].[Ti+4:25]>>[Cl:1][c:2]1[cH:3][c:4]2[c:5]([c:10]([CH:12]([CH3:13])[NH2:15])[cH:11]1)[O:6][CH2:7][CH2:8][O:9]2. The reactants are C(C1=CC=CC=C1)(=O)OC(CC)[C@H]1O[C@H]([C@@H](C1)OC(=S)OC1=CC=CC=C1)N1C(SC2=C1N=C(NC2=O)N)=O (1-[(2S,4R,5R)-5-(5-amino-2,7-dioxo-6H-thiazolo[4,5-d]pyrimidin-3-yl)-4-phenoxycarbothioyloxy-tetrahydrofuran-2-yl]propyl benzoate), C(C1=CC=CC=C1)(=O)OC(CC)[C@H]1O[C@H]([C@@H](C1)OC(=S)OC1=CC=CC=C1)N1C(SC2=C1N=C(NC2=O)N)=O (1-[(2S,4R,5R)-5-(5-amino-2,7-dioxo-6H-thiazolo[4,5-d]pyrimidin-3-yl)-4-phenoxycarbothioyloxy-tetrahydrofuran-2-yl]propyl benzoate), N(=NC(C#N)(C)C)C(C#N)(C)C (2,2′-azobisisobutyronitrile), C(C=C)[Sn](CCCC)(CCCC)CCCC (allyl(tributyl)stannane). Solvent: C1(=CC=CC=C1)C (toluene). Conditions: temperature 80 celsius, time 4 hour. The product is C(C1=CC=CC=C1)(=O)OC(CC)[C@H]1O[C@H]([C@@H](C1)CC=C)N1C(SC2=C1N=C(NC2=O)N)=O (1-[(2S,4R,5R)-4-allyl-5-(5-amino-2,7-dioxo-6H-thiazolo[4,5-d]pyrimidin-3-yl)tetrahydrofuran-2-yl]propyl benzoate). Yield: 179.6%. Reaction SMILES: [C:1]([O:9][CH:10]([C@@H:13]1[CH2:17][C@@H:16](OC(OC2C=CC=CC=2)=S)[C@H:15]([N:28]2[C:32]3[N:33]=[C:34]([NH2:38])[NH:35][C:36](=[O:37])[C:31]=3[S:30][C:29]2=[O:39])[O:14]1)[CH2:11][CH3:12])(=[O:8])[C:2]1[CH:7]=[CH:6][CH:5]=[CH:4][CH:3]=1.N(C(C)(C)C#N)=N[C:42](C)([CH3:45])[C:43]#N.C([Sn](CCCC)(CCCC)CCCC)C=C>C1(C)C=CC=CC=1>[C:1]([O:9][CH:10]([C@@H:13]1[CH2:17][C@@H:16]([CH2:45][CH:42]=[CH2:43])[C@H:15]([N:28]2[C:32]3[N:33]=[C:34]([NH2:38])[NH:35][C:36](=[O:37])[C:31]=3[S:30][C:29]2=[O:39])[O:14]1)[CH2:11][CH3:12])(=[O:8])[C:2]1[CH:3]=[CH:4][CH:5]=[CH:6][CH:7]=1. Procedure details: A mixture of 1-[(2S,4R,5R)-5-(5-amino-2,7-dioxo-6H-thiazolo[4,5-d]pyrimidin-3-yl)-4-phenoxycarbothioyloxy-tetrahydrofuran-2-yl]propyl benzoate (compound 26e, 1.14 g, 2.0 mmol), 2,2′-azobisisobutyronitrile (168 mg, 1 mmol) and allyl(tributyl)stannane (3.08 mL, 10 mmol) in anhydrous toluene (15 mL) was degassed with argon and then heated with stirring at 80° C. for 4 hours. The resulting mixture was stirred with saturated aqueous NH4F at room temperature for 2 hours and extracted with DCM twice. T... Reactants: C(C)(C)(C)OC(=O)N1CCC(CC1)C1CC=2C(=CN=C(C2)Br)O1 (4-(5-bromo-2,3-dihydro-furo[2,3-c]pyridin-2-yl)-piperidine-1-carboxylic acid tert-butyl ester), CN(S(=O)(=O)C)C1CCNCC1 (N-methyl-N-piperidin-4-ylmethanesulfonamide). The product is C(C)(C)(C)OC(=O)N1CCC(CC1)C1CC=2C(=CN=C(C2)N2CCC(CC2)N(C)S(=O)(=O)C)O1 (4-{5-[4-(Methanesulfonyl-methyl-amino)-piperidin-1-yl]-2,3-dihydro-furo[2,3-c]pyridin-2-yl}-piperidine-1-carboxylic acid tert-butyl ester). Reaction SMILES: [C:1]([O:5][C:6]([N:8]1[CH2:13][CH2:12][CH:11]([CH:14]2[O:23][C:17]3=[CH:18][N:19]=[C:20](Br)[CH:21]=[C:16]3[CH2:15]2)[CH2:10][CH2:9]1)=[O:7])([CH3:4])([CH3:3])[CH3:2].[CH3:24][N:25]([CH:30]1[CH2:35][CH2:34][NH:33][CH2:32][CH2:31]1)[S:26]([CH3:29])(=[O:28])=[O:27]>>[C:1]([O:5][C:6]([N:8]1[CH2:13][CH2:12][CH:11]([CH:14]2[O:23][C:17]3=[CH:18][N:19]=[C:20]([N:33]4[CH2:32][CH2:31][CH:30]([N:25]([S:26]([CH3:29])(=[O:27])=[O:28])[CH3:24])[CH2:35][CH2:34]4)[CH:21]=[C:16]3[CH2:15]2)[CH2:10][CH2:9]1)=[O:7])([CH3:4])([CH3:3])[CH3:2]. Reported procedure: The title compound is prepared from 4-(5-bromo-2,3-dihydro-furo[2,3-c]pyridin-2-yl)-piperidine-1-carboxylic acid tert-butyl ester and N-methyl-N-piperidin-4-ylmethanesulfonamide following a procedure analogous to that described in Example 79. LC (method 10): tR=1.35 min; Mass spectrum (ESI+): m/z=495 [M+H]+. Starting materials: CN1CCNCC1, O=C(O)CCC1CSC(c2cc3cc(Cl)cc(NC4CCCC4)c3[nH]2)=N1. Product: CN1CCN(C(=O)CCC2CSC(c3cc4cc(Cl)cc(NC5CCCC5)c4[nH]3)=N2)CC1. RXN SMILES: [CH3:27][N:28]1[CH2:29][CH2:30][NH:31][CH2:32][CH2:33]1.[Cl:1][c:2]1[cH:3][c:4]2[cH:5][c:6]([C:17]3=[N:21][CH:20]([CH2:22][CH2:23][C:24](=[O:25])[OH:26])[CH2:19][S:18]3)[nH:7][c:8]2[c:9]([NH:11][CH:12]2[CH2:13][CH2:14][CH2:15][CH2:16]2)[cH:10]1>>[Cl:1][c:2]1[cH:3][c:4]2[cH:5][c:6]([C:17]3=[N:21][CH:20]([CH2:22][CH2:23][C:24](=[O:25])[N:31]4[CH2:30][CH2:29][N:28]([CH3:27])[CH2:33][CH2:32]4)[CH2:19][S:18]3)[nH:7][c:8]2[c:9]([NH:11][CH:12]2[CH2:13][CH2:14][CH2:15][CH2:16]2)[cH:10]1. Reactants: C(C)(C)(C)OC(N[C@H](C(N1CCSCC1)=O)CC1=CC=CC=C1)=O ((S)-(1-Benzyl-2-oxo-2-thiomorpholin-4-yl-ethyl)-carbamic acid tert-butyl ester), Cl.O1CCOCC1 (HCl dioxane). Run at temperature 25 celsius, time 1 hour. Yields the product Cl.N[C@H](C(=O)N1CCSCC1)CC1=CC=CC=C1 ((S)-2-Amino-3-phenyl-1-thiomorpholin-4-yl-propan-1-one hydrochloride). RXN SMILES: C(OC(=O)[NH:7][C@@H:8]([CH2:17][C:18]1[CH:23]=[CH:22][CH:21]=[CH:20][CH:19]=1)[C:9](=[O:16])[N:10]1[CH2:15][CH2:14][S:13][CH2:12][CH2:11]1)(C)(C)C.[ClH:25].O1CCOCC1>>[ClH:25].[NH2:7][C@@H:8]([CH2:17][C:18]1[CH:23]=[CH:22][CH:21]=[CH:20][CH:19]=1)[C:9]([N:10]1[CH2:15][CH2:14][S:13][CH2:12][CH2:11]1)=[O:16] |f:1.2,3.4|. Reported procedure: (S)-(1-Benzyl-2-oxo-2-thiomorpholin-4-yl-ethyl)-carbamic acid tert-butyl ester (17.8 mmol) was dissolved in 4M HCl-dioxane (67 mL) at 0° C., the solution stirred at 25° C. for 1 hour, the reaction concentrated and the residue triturated with ether. Yield, 5.0 g, 98%; PBMS 251 (MH+, 100%). Starting materials: C1(CCCCC1)N1C(C2=CC=CC=C2C=C1)=O (2-cyclohexyl-2H-isoquinolin-1-one), Cl (hydrochloric acid). The reagents and catalysts are [Pd] (Pd-C). Solvent: C(C)O (ethanol). Reaction conditions: time 3.5 hour. Product: C1(CCCCC1)N1C(C2=CC=CC=C2CC1)=O (2-cyclohexyl-3,4-dihydro-2H-isoquinolin-1-one). Yield: 83.3%. RXN SMILES: [CH:1]1([N:7]2[CH:16]=[CH:15][C:14]3[C:9](=[CH:10][CH:11]=[CH:12][CH:13]=3)[C:8]2=[O:17])[CH2:6][CH2:5][CH2:4][CH2:3][CH2:2]1.Cl>C(O)C.[Pd]>[CH:1]1([N:7]2[CH2:16][CH2:15][C:14]3[C:9](=[CH:10][CH:11]=[CH:12][CH:13]=3)[C:8]2=[O:17])[CH2:2][CH2:3][CH2:4][CH2:5][CH2:6]1. Procedure details: The compound (200 mg) obtained in step (c) just above was dissolved in a mixed solution (10.7 ml) of ethanol: concentrated hydrochloric acid=15:1. 10% Pd-C (60 mg) was added to the solution, followed by hydrogenation for 3.5 hr. Pd-C was removed by filtration through Celite. The filtrate was concentrated under the reduced pressure. Water was then added the residue. The mixture was extracted with ethyl acetate. The organic layer was then dried over anhydrous magnesium sulfate. The solvent was the...